describe an organic reaction: reactants, conditions, products, and yield From a dataset of the Open Reaction Database (ORD), a public repository of structured organic reaction records. Starting materials: ClC[C@H](C)CCC[C@@H](C)[C@H]1CC=C2C=3CC[C@H]4C([C@H](CC[C@]4(C)C3CC[C@]12C)O)(C)C ((25R)-26-chloro-4,4-dimethyl-5α-cholesta-8,14-dien-3β-ol), [I-].[Na+] (sodium iodide), O (water). Run in CC(=O)C (acetone). Reaction conditions: temperature 55 celsius. Product: IC[C@H](C)CCC[C@@H](C)[C@H]1CC=C2C=3CC[C@H]4C([C@H](CC[C@]4(C)C3CC[C@]12C)O)(C)C ((25R)-26-Iodo-4,4-dimethyl-5α-cholesta-8,14-dien-3β-ol). The yield is 68.7%. RXN SMILES: Cl[CH2:2][C@@H:3]([CH2:5][CH2:6][CH2:7][C@H:8]([C@@H:10]1[C@:27]2([CH3:28])[C:13]([C:14]3[CH2:15][CH2:16][C@@H:17]4[C@:22]([C:24]=3[CH2:25][CH2:26]2)([CH3:23])[CH2:21][CH2:20][C@H:19]([OH:29])[C:18]4([CH3:31])[CH3:30])=[CH:12][CH2:11]1)[CH3:9])[CH3:4].[I-:32].[Na+].O>CC(C)=O>[I:32][CH2:2][C@@H:3]([CH2:5][CH2:6][CH2:7][C@H:8]([C@@H:10]1[C@:27]2([CH3:28])[C:13]([C:14]3[CH2:15][CH2:16][C@@H:17]4[C@:22]([C:24]=3[CH2:25][CH2:26]2)([CH3:23])[CH2:21][CH2:20][C@H:19]([OH:29])[C:18]4([CH3:31])[CH3:30])=[CH:12][CH2:11]1)[CH3:9])[CH3:4] |f:1.2|. Procedure: A mixture of (25R)-26-chloro-4,4-dimethyl-5α-cholesta-8,14-dien-3β-ol (50 mg, 0.1 mmol) and sodium iodide (0.8 g) in acetone (3 mL) were heated at 55° C. in a sealed reaction vessel for 3 days. Addition of water, extraction with diethyl ether and concentration under reduced pressure gave a residue which was crystallised 3 times from hexane to give the title compound (37 mg). Starting materials: COC(C(=C)CO)=O (2-hydroxymethylacrylate methyl ester), Example 1. Run in C(C=C)(=O)O (acrylic acid). Product: OCC(C(=O)[O-])=C.C(C=C)(=O)[O-] (2-hydroxymethylacrylate acrylate). As a reaction SMILES: C[O:2][C:3](=[O:8])[C:4]([CH2:6][OH:7])=[CH2:5]>C(O)(=O)C=C>[OH:7][CH2:6][C:4](=[CH2:5])[C:3]([O-:8])=[O:2].[C:3]([O-:8])(=[O:2])[CH:4]=[CH2:5] |f:2.3|. Reported procedure: A polymer was prepared by copolymerisation of 2-hydroxymethylacrylate methyl ester prepared as described in Example 1 (2 g) and acrylic acid (6.5 g). The polymerisation was carried out by the procedure described in Example 1. The yield was 8.0 g. Reactants: CC#N, FC(F)(F)c1ccc(C2NCCc3ccccc32)cc1, O=C(NC1CCC(F)(F)CC1)Oc1ccc([N+](=O)[O-])cc1. Product: O=C(NC1CCC(F)(F)CC1)N1CCc2ccccc2C1c1ccc(C(F)(F)F)cc1. RXN SMILES: [CH3:42][C:43]#[N:44].[F:1][C:2]([c:3]1[cH:4][cH:5][c:6]([CH:9]2[NH:10][CH2:11][CH2:12][c:13]3[cH:14][cH:15][cH:16][cH:17][c:18]32)[cH:7][cH:8]1)([F:19])[F:20].[F:21][C:22]1([F:41])[CH2:23][CH2:24][CH:25]([NH:28][C:29]([O:30][c:32]2[cH:33][cH:34][c:35]([N+:36]([O-:37])=[O:38])[cH:39][cH:40]2)=[O:31])[CH2:26][CH2:27]1>>[F:1][C:2]([c:3]1[cH:4][cH:5][c:6]([CH:9]2[N:10]([C:29]([NH:28][CH:25]3[CH2:24][CH2:23][C:22]([F:21])([F:41])[CH2:27][CH2:26]3)=[O:30])[CH2:11][CH2:12][c:13]3[cH:14][cH:15][cH:16][cH:17][c:18]32)[cH:7][cH:8]1)([F:19])[F:20]. Reactants: C1(CC1)C1(C(NCC1)=O)C#N (3-cyclopropyl-2-oxopyrrolidine-3-carbonitrile), ClC1=NC=CC(=N1)Cl (2,4-dichloropyrimidine), C([O-])([O-])=O.[Cs+].[Cs+] (cesium carbonate). The reagents and catalysts are C=1C=CC(=CC1)/C=C/C(=O)/C=C/C2=CC=CC=C2.C=1C=CC(=CC1)/C=C/C(=O)/C=C/C2=CC=CC=C2.C=1C=CC(=CC1)/C=C/C(=O)/C=C/C2=CC=CC=C2.[Pd].[Pd] (tris(dibenzylideneacetone)dipalladium(0)), C1(=CC=CC=C1)P(C1=CC=CC=2C(C3=CC=CC(=C3OC12)P(C1=CC=CC=C1)C1=CC=CC=C1)(C)C)C1=CC=CC=C1 (4,5-bis(diphenylphosphino)-9,9-dimethylxanthene). The solvent is O1CCCC1 (tetrahydrofuran). Reaction conditions: temperature 85 celsius, time 8 hour. Yields the product ClC1=NC=CC(=N1)N1C(C(CC1)(C#N)C1CC1)=O (1-(2-chloropyrimidin-4-yl)-3-cyclopropyl-2-oxopyrrolidine-3-carbonitrile). Isolated yield 76.7%. RXN SMILES: [CH:1]1([C:4]2([C:10]#[N:11])[CH2:8][CH2:7][NH:6][C:5]2=[O:9])[CH2:3][CH2:2]1.[Cl:12][C:13]1[N:18]=[C:17](Cl)[CH:16]=[CH:15][N:14]=1.C(=O)([O-])[O-].[Cs+].[Cs+]>O1CCCC1.C1C=CC(/C=C/C(/C=C/C2C=CC=CC=2)=O)=CC=1.C1C=CC(/C=C/C(/C=C/C2C=CC=CC=2)=O)=CC=1.C1C=CC(/C=C/C(/C=C/C2C=CC=CC=2)=O)=CC=1.[Pd].[Pd].C1(P(C2C=CC=CC=2)C2C3OC4C(=CC=CC=4P(C4C=CC=CC=4)C4C=CC=CC=4)C(C)(C)C=3C=CC=2)C=CC=CC=1>[Cl:12][C:13]1[N:18]=[C:17]([N:6]2[CH2:7][CH2:8][C:4]([CH:1]3[CH2:3][CH2:2]3)([C:10]#[N:11])[C:5]2=[O:9])[CH:16]=[CH:15][N:14]=1 |f:2.3.4,6.7.8.9.10|. Reported procedure: To a mixture of 3-cyclopropyl-2-oxopyrrolidine-3-carbonitrile (18 g) obtained in Step C of Example 103, 2,4-dichloropyrimidine (17 g), cesium carbonate (76 g) and 4,5-bis(diphenylphosphino)-9,9-dimethylxanthene (4.1 g) in tetrahydrofuran (300 mL) was added tris(dibenzylideneacetone)dipalladium(0) (2.1 g), and the mixture was stirred overnight at 85° C. The insoluble substance was removed by filtration through Celite, and the solvent was evaporated under reduced pressure. The residue was purified... The reactants are CC(C)Oc1cc(O)ccc1Br, O=C([O-])[O-], CCI, CC(C)=O, CCOCC, [K+], [K+]. Product: CCOc1ccc(Br)c(OC(C)C)c1. Reaction SMILES: [Br:1][c:2]1[c:3]([O:9][CH:10]([CH3:11])[CH3:12])[cH:4][c:5]([OH:8])[cH:6][cH:7]1.[C:13](=[O:14])([O-:15])[O-:16].[CH2:19]([CH3:20])[I:21].[CH3:22][C:23](=[O:24])[CH3:25].[CH3:26][CH2:27][O:28][CH2:29][CH3:30].[K+:17].[K+:18]>>[Br:1][c:2]1[c:3]([O:9][CH:10]([CH3:11])[CH3:12])[cH:4][c:5]([O:8][CH2:19][CH3:20])[cH:6][cH:7]1. The reactants are NC1=C(C=C(C=C1)C(C)(C)C)C(=O)C1=CC=CC=C1 ((2-Amino-5-tert-butyl-phenyl)-phenyl-methanone), FC(C(CC(C)=O)=O)(F)F (1,1,1-trifluoro-2,4-pentanedione), C(C)(C)O (isopropanol). The solvent is CCCCCCC.C(C)(=O)OCC (heptane ethyl acetate). Conditions: time 16 hour. Yields the product C(C)(C)(C)C=1C=C2C(=C(C(=NC2=CC1)C)C(C(F)(F)F)=O)C1=CC=CC=C1 (1-(6-tert-Butyl-2-methyl-4-phenyl-quinolin-3-yl)-2,2,2-trifluoro-ethanone). Isolated yield 37.0%. As a reaction SMILES: [NH2:1][C:2]1[CH:7]=[CH:6][C:5]([C:8]([CH3:11])([CH3:10])[CH3:9])=[CH:4][C:3]=1[C:12]([C:14]1[CH:19]=[CH:18][CH:17]=[CH:16][CH:15]=1)=O.[F:20][C:21]([F:29])([F:28])[C:22](=[O:27])[CH2:23][C:24](=O)[CH3:25].C(O)(C)C>CCCCCCC.C(OCC)(=O)C>[C:8]([C:5]1[CH:4]=[C:3]2[C:2](=[CH:7][CH:6]=1)[N:1]=[C:24]([CH3:25])[C:23]([C:22](=[O:27])[C:21]([F:29])([F:28])[F:20])=[C:12]2[C:14]1[CH:19]=[CH:18][CH:17]=[CH:16][CH:15]=1)([CH3:11])([CH3:10])[CH3:9] |f:3.4|. Procedure details: The title compound was prepared from (2-Amino-5-tert-butyl-phenyl)-phenyl-methanone [example A1] and 1,1,1-trifluoro-2,4-pentanedione according to the procedure of example 1, except that the solvent was isopropanol, the reaction time was of 16 h and heptane/ethyl acetate (1:2) was used. Yield: 37%; MS: m/z=372 (M+H).